From a dataset of the Open Reaction Database (ORD), a public repository of structured organic reaction records. describe an organic reaction: reactants, conditions, products, and yield Reactants: CCNCC, C1CCOC1, CCN, O=[N+]([O-])c1cc[n+]([O-])cc1Cl, [K+], [K+], O=C([O-])[O-]. Yields the product CCNc1c[n+]([O-])ccc1[N+](=O)[O-]. As a reaction SMILES: [CH2:18]([CH3:19])[NH:20][CH2:21][CH3:22].[CH2:26]1[O:27][CH2:28][CH2:29][CH2:30]1.[CH3:23][CH2:24][NH2:25].[Cl:7][c:8]1[cH:9][n+:10]([O-:17])[cH:11][cH:12][c:13]1[N+:14](=[O:15])[O-:16].[K+:1].[K+:2].[O-:3][C:4]([O-:5])=[O:6]>>[c:8]1([NH:20][CH2:18][CH3:19])[cH:9][n+:10]([O-:17])[cH:11][cH:12][c:13]1[N+:14](=[O:15])[O-:16]. Starting materials: citric acid H2O, [H][H] (hydrogen), N1(CCCCC1)CCOC1=CC=C(C=C1)C1=NC(=CC=C1C1=CC=C(C=C1)OC)C (2-[4-[2-(1-piperidinyl)ethoxy]phenyl]-3-(4-methoxyphenyl)-6-methylpyridine), [Al+3].[Cl-].[Cl-].[Cl-] (AlCl3), C(C)S (ethanethiol), citrate salt. Run in CC(=O)C (acetone), ClCCCl (DCE), ClCCCl (DCE). Reaction conditions: time 15 minute. The product is N1(CCCCC1)CCOC1=CC=C(C=C1)C1=NC(=CC=C1C1=CC=C(C=C1)O)C (2-[4-[2-(1-Piperidinyl)ethoxy]phenyl]-3-(4-hydroxyphenyl)-6-methylpyridine). Isolated yield 81.5%. As a reaction SMILES: [Al+3].[Cl-].[Cl-].[Cl-].C(S)C.[N:8]1([CH2:14][CH2:15][O:16][C:17]2[CH:22]=[CH:21][C:20]([C:23]3[C:28]([C:29]4[CH:34]=[CH:33][C:32]([O:35]C)=[CH:31][CH:30]=4)=[CH:27][CH:26]=[C:25]([CH3:37])[N:24]=3)=[CH:19][CH:18]=2)[CH2:13][CH2:12][CH2:11][CH2:10][CH2:9]1.[H][H]>ClCCCl.CC(C)=O>[N:8]1([CH2:14][CH2:15][O:16][C:17]2[CH:18]=[CH:19][C:20]([C:23]3[C:28]([C:29]4[CH:30]=[CH:31][C:32]([OH:35])=[CH:33][CH:34]=4)=[CH:27][CH:26]=[C:25]([CH3:37])[N:24]=3)=[CH:21][CH:22]=2)[CH2:13][CH2:12][CH2:11][CH2:10][CH2:9]1 |f:0.1.2.3|. Procedure: The AlCl3 (1.2 g, 9 mmol) was stirred in 30 mL of DCE at 0° C., ethanethiol (1 mL, 14 mmol) was added, and the mixture stirred for 15 min. The 2-[4-[2-(1-piperidinyl)ethoxy]phenyl]-3-(4-methoxyphenyl)-6-methylpyridine (0.5 g, 1.2 mmol) in 20 mL DCE was added dropwise to the reaction mixture and stirred for 2 h as it was allowed to come to rt, then quenched with 25 mL THF at 0° C., followed by 25 mL 1N HCl and worked up. The free base gave a very clean NMR, but the elemental analysis was low for ... Reactants: C1(=CC=CC=C1)P(C1=CC=CC=C1)C1=CC=CC=C1 (triphenylphosphine), C(Br)(Br)(Br)Br (carbon tetrabromide), FC(C1=CC(=NO1)C(CC)O)(F)F (1-(5-trifluoromethyl-isoxazol-3-yl)propanol). The solvent is C(C)OCC (diethyl ether). Run at time 1 hour. Product: BrC(CC)C1=NOC(=C1)C(F)(F)F (3-(1-bromopropyl)-5-trifluoromethylisoxazole). Yield: 46.4%. As a reaction SMILES: [F:1][C:2]([F:13])([F:12])[C:3]1[O:7][N:6]=[C:5]([CH:8](O)[CH2:9][CH3:10])[CH:4]=1.C1(P(C2C=CC=CC=2)C2C=CC=CC=2)C=CC=CC=1.C(Br)(Br)(Br)[Br:34]>C(OCC)C>[Br:34][CH:8]([C:5]1[CH:4]=[C:3]([C:2]([F:13])([F:12])[F:1])[O:7][N:6]=1)[CH2:9][CH3:10]. Procedure: 1.63 g of 1-(5-trifluoromethyl-isoxazol-3-yl)propanol was dissolved in 45 ml of diethyl ether, and 4.20 g of triphenylphosphine and 5.31 g of carbon tetrabromide were then added. The mixture was stirred at room temperature for 1 hour. The reaction mixture was subjected to silica gel column chromatography to obtain 1.00 g of 3-(1-bromopropyl)-5-trifluoromethylisoxazole. Starting materials: Cc1cc(Br)ccc1NC(=O)C1(C(=O)O)CC1, C(=NC1CCCCC1)=NC1CCCCC1, CO. Product: COC(=O)C1(C(=O)Nc2ccc(Br)cc2C)CC1. As a reaction SMILES: [Br:1][c:2]1[cH:3][c:4]([CH3:17])[c:5]([NH:8][C:9](=[O:10])[C:11]2([C:14](=[O:15])[OH:16])[CH2:12][CH2:13]2)[cH:6][cH:7]1.[CH2:18]1[CH2:19][CH2:20][CH:21]([N:22]=[C:23]=[N:24][CH:25]2[CH2:26][CH2:27][CH2:28][CH2:29][CH2:30]2)[CH2:31][CH2:32]1.[CH3:33][OH:34]>>[Br:1][c:2]1[cH:3][c:4]([CH3:17])[c:5]([NH:8][C:9](=[O:10])[C:11]2([C:14](=[O:15])[O:16][CH3:18])[CH2:12][CH2:13]2)[cH:6][cH:7]1. The reactants are B(Br)(Br)Br (Boron tribromide), solution, COC=1C=C(C=CC1)C1=C(C(=O)O)C=CC=C1 (2-(3′-methoxyphenyl)benzoic acid). Solvent: C(Cl)Cl (CH2Cl2), C(Cl)Cl (CH2Cl2). Reaction conditions: temperature -78 celsius, time 8 hour. Yields the product OC=1C=C(C=CC1)C1=C(C(=O)O)C=CC=C1 (2-(3′-hydroxyphenyl)benzoic acid). As a reaction SMILES: C[O:2][C:3]1[CH:4]=[C:5]([C:9]2[CH:17]=[CH:16][CH:15]=[CH:14][C:10]=2[C:11]([OH:13])=[O:12])[CH:6]=[CH:7][CH:8]=1.B(Br)(Br)Br>C(Cl)Cl>[OH:2][C:3]1[CH:4]=[C:5]([C:9]2[CH:17]=[CH:16][CH:15]=[CH:14][C:10]=2[C:11]([OH:13])=[O:12])[CH:6]=[CH:7][CH:8]=1. Procedure details: 2-(3-Methoxyphenyl)benzoic acid from Step B (6.53 g, 28.6 mmol) was dissolved in dry CH2Cl2 (100 mL) under argon and cooled to −78° C. Boron tribromide (62.9 mL of a 1.0 M solution in CH2Cl2, 62.9 mmol) was added dropwise and the solution was stirred overnight and allowed to warm slowly to ambient temperature. The resulting mixture was cooled in an ice bath and quenched carefully with water (200 mL), then extracted with CH2Cl2 (3×250 mL). The combined organic extracts were dried over Na2SO4, fil... Starting materials: FC1=NC=CC(=C1C)I (2-Fluoro-4-iodo-3-methylpyridine), CNC1CCCCC1 (N-methylcyclohexanamine). Product: C1(CCCCC1)N(C1=NC=CC(=C1C)I)C (N-cyclohexyl-4-iodo-N,3-dimethylpyridin-2-amine). As a reaction SMILES: F[C:2]1[C:7]([CH3:8])=[C:6]([I:9])[CH:5]=[CH:4][N:3]=1.[CH3:10][NH:11][CH:12]1[CH2:17][CH2:16][CH2:15][CH2:14][CH2:13]1>>[CH:12]1([N:11]([CH3:10])[C:2]2[C:7]([CH3:8])=[C:6]([I:9])[CH:5]=[CH:4][N:3]=2)[CH2:17][CH2:16][CH2:15][CH2:14][CH2:13]1. Procedure: 2-Fluoro-4-iodo-3-methylpyridine (700 mg) in N-methylcyclohexanamine (2.2 ml) was heated at 180° C. in a Biotage Initiator microwave reactor for 18 hours. The reaction mixture was loaded onto a silica gel cartridge, and was eluted with 0-100% dichloromethane in hexanes to provide the title compound.